From a dataset of the Open Reaction Database (ORD), a public repository of structured organic reaction records. describe an organic reaction: reactants, conditions, products, and yield Reactants: CN(C)C=O, Cl, O=C(OC(=O)c1ccccc1)c1ccccc1, Cc1ccc(OCC(O)CN2CCC(COc3ccccn3)CC2)c2[nH]cnc12, O=C(O)c1ccccc1, c1ccccc1. Yields the product Cl, Cc1ccc(OCC(CN2CCC(COc3ccccn3)CC2)OC(=O)c2ccccc2)c2[nH]cnc12. As a reaction SMILES: [CH3:63][N:64]([CH3:65])[CH:66]=[O:67].[ClH:1].[O:40]=[C:41]([c:42]1[cH:43][cH:44][cH:45][cH:46][cH:47]1)[O:48][C:49]([c:50]1[cH:51][cH:52][cH:53][cH:54][cH:55]1)=[O:56].[OH:2][CH:3]([CH2:4][O:5][c:6]1[cH:7][cH:8][c:9]([CH3:15])[c:10]2[n:11][cH:12][nH:13][c:14]12)[CH2:16][N:17]1[CH2:18][CH2:19][CH:20]([CH2:23][O:24][c:25]2[n:26][cH:27][cH:28][cH:29][cH:30]2)[CH2:21][CH2:22]1.[OH:31][C:32](=[O:33])[c:34]1[cH:35][cH:36][cH:37][cH:38][cH:39]1.[cH:57]1[cH:58][cH:59][cH:60][cH:61][cH:62]1>>[ClH:1].[O:2]([CH:3]([CH2:4][O:5][c:6]1[cH:7][cH:8][c:9]([CH3:15])[c:10]2[n:11][cH:12][nH:13][c:14]12)[CH2:16][N:17]1[CH2:18][CH2:19][CH:20]([CH2:23][O:24][c:25]2[n:26][cH:27][cH:28][cH:29][cH:30]2)[CH2:21][CH2:22]1)[C:32](=[O:31])[c:34]1[cH:35][cH:36][cH:37][cH:38][cH:39]1.